Dataset: the Open Reaction Database (ORD), a public repository of structured organic reaction records. Task: describe an organic reaction: reactants, conditions, products, and yield Starting materials: COC(=O)C1=CC=2C(=NC=C(C2)S(=O)(=O)C)N1CC1=CC=C(C=C1)F (1-(4-fluorobenzyl)-5-methanesulfonyl-1H-pyrrolo[2,3-b]pyridine-2-carboxylic acid methyl ester), O.NN (hydrazine monohydrate), O.NN (hydrazine, monohydrate), O.NN (hydrazine monohydrate). The solvent is C(C)O (ethanol). Yields the product FC1=CC=C(CN2C(=CC=3C2=NC=C(C3)S(=O)(=O)C)C=3OC=NN3)C=C1 (1-(4-fluorobenzyl)-5-methanesulfonyl-2-([1,3,4]oxadiazol-2-yl)-1H-pyrrolo[2,3-b]pyridine). Yield: 71.4%. RXN SMILES: [CH3:1][O:2][C:3]([C:5]1[N:17]([CH2:18][C:19]2[CH:24]=[CH:23][C:22]([F:25])=[CH:21][CH:20]=2)[C:8]2=[N:9][CH:10]=[C:11]([S:13]([CH3:16])(=[O:15])=[O:14])[CH:12]=[C:7]2[CH:6]=1)=O.O.[NH2:27][NH2:28]>C(O)C>[F:25][C:22]1[CH:21]=[CH:20][C:19]([CH2:18][N:17]2[C:8]3=[N:9][CH:10]=[C:11]([S:13]([CH3:16])(=[O:14])=[O:15])[CH:12]=[C:7]3[CH:6]=[C:5]2[C:3]2[O:2][CH:1]=[N:27][N:28]=2)=[CH:24][CH:23]=1 |f:1.2|. Procedure details: To a solution of 1-(4-fluorobenzyl)-5-methanesulfonyl-1H-pyrrolo[2,3-b]pyridine-2-carboxylic acid methyl ester obtained in Example 33 (5) (0.3 g) in ethanol (9 ml), hydrazine monohydrate (0.22 g) was added at 15 to 30° C. and the mixture was heated under reflux for 6 hours, followed by further addition of hydrazine monohydrate (0.11 g), and the mixture was heated under reflux for 4 hours. Furthermore, hydrazine, monohydrate (0.1 g) was added to the mixture, followed by heating under reflux for 1... Reactants: [H-].[Na+] (sodium hydride), CO (methanol), C(C1=CC=CC=C1)N(CCNS(=O)(=O)C1=CC=C(C=C1)C)CCNS(=O)(=O)C1=CC=C(C=C1)C (4-benzyl-1,7-bis-(p-toluenesulfonyl)-1, 4,7-triazaheptane), S(=O)(=O)(O)C1=CC=C(C)C=C1.S(=O)(=O)(O)C1=CC=C(C)C=C1.S(=O)(=O)(O)C1=CC=C(C)C=C1.N(CCO)CCO (diethanolamine tritosylate). Solvent: CN(C=O)C (dimethylformamide). Conditions: temperature 110 celsius, time 0.5 hour. Product: C(C1=CC=CC=C1)N1CCN(CCN(CCN(CC1)S(=O)(=O)C1=CC=C(C=C1)C)S(=O)(=O)C1=CC=C(C=C1)C)S(=O)(=O)C1=CC=C(C=C1)C (1-Benzyl-4,7,10-tris(p-toluenesulfonyl)-1,4,7,10-tetraazacyclododecane). Isolated yield 70.3%. As a reaction SMILES: [H-].[Na+].[CH2:3]([N:10]([CH2:24][CH2:25][NH:26][S:27]([C:30]1[CH:35]=[CH:34][C:33]([CH3:36])=[CH:32][CH:31]=1)(=[O:29])=[O:28])[CH2:11][CH2:12][NH:13][S:14]([C:17]1[CH:22]=[CH:21][C:20]([CH3:23])=[CH:19][CH:18]=1)(=[O:16])=[O:15])[C:4]1[CH:9]=[CH:8][CH:7]=[CH:6][CH:5]=1.[S:37]([C:41]1[CH:47]=[CH:46][C:44]([CH3:45])=[CH:43][CH:42]=1)([OH:40])(=[O:39])=O.S(C1C=CC(C)=CC=1)(O)(=O)=O.S(C1C=CC(C)=CC=1)(O)(=O)=O.[NH:70]([CH2:74][CH2:75]O)[CH2:71][CH2:72]O.CO>CN(C)C=O>[CH2:3]([N:10]1[CH2:11][CH2:12][N:13]([S:14]([C:17]2[CH:22]=[CH:21][C:20]([CH3:23])=[CH:19][CH:18]=2)(=[O:15])=[O:16])[CH2:75][CH2:74][N:70]([S:37]([C:41]2[CH:42]=[CH:43][C:44]([CH3:45])=[CH:46][CH:47]=2)(=[O:39])=[O:40])[CH2:71][CH2:72][N:26]([S:27]([C:30]2[CH:35]=[CH:34][C:33]([CH3:36])=[CH:32][CH:31]=2)(=[O:29])=[O:28])[CH2:25][CH2:24]1)[C:4]1[CH:5]=[CH:6][CH:7]=[CH:8][CH:9]=1 |f:0.1,3.4.5.6|. Reported procedure: Into a dry flask under nitrogen was placed about 3.9 g of a 60% sodium hydride dispersion. It was washed twice with hexanes then suspended in 200 ml of dry dimethylformamide. To the mixture was added 20 g (40 mmol) of 4-benzyl-1,7-bis-(p-toluenesulfonyl)-1, 4,7-triazaheptane over 5 minutes. After the initial reaction had subsided, the mixture was heated to 110° C. for 1 hour. To the resulting hot solution was added dropwise 22.6 g (40 mmol) of diethanolamine tritosylate in 100 ml of dry dimethyl... The reactants are C(C)N(C(CCC1=CC=C(OCC2=C(C(=O)OC)C=CC=C2)C=C1)=O)CC1=C(C=CC=C1)F (Methyl 2-[(4-{3-[ethyl(2-fluorobenzyl)amino]-3-oxopropyl}phenoxy)methyl]-benzoate), [OH-].[K+] (potassium hydroxide). The solvent is CCO (EtOH). Yields the product C(C)N(C(CCC1=CC=C(OCC2=C(C(=O)O)C=CC=C2)C=C1)=O)CC1=C(C=CC=C1)F (2-[(4-{3-[ethyl(2-fluorobenzyl)amino]-3-oxopropyl}phenoxy)methyl]benzoic acid). The yield is 18.1%. Reaction SMILES: [CH2:1]([N:3]([CH2:26][C:27]1[CH:32]=[CH:31][CH:30]=[CH:29][C:28]=1[F:33])[C:4](=[O:25])[CH2:5][CH2:6][C:7]1[CH:24]=[CH:23][C:10]([O:11][CH2:12][C:13]2[CH:22]=[CH:21][CH:20]=[CH:19][C:14]=2[C:15]([O:17]C)=[O:16])=[CH:9][CH:8]=1)[CH3:2].[OH-].[K+]>CCO>[CH2:1]([N:3]([CH2:26][C:27]1[CH:32]=[CH:31][CH:30]=[CH:29][C:28]=1[F:33])[C:4](=[O:25])[CH2:5][CH2:6][C:7]1[CH:24]=[CH:23][C:10]([O:11][CH2:12][C:13]2[CH:22]=[CH:21][CH:20]=[CH:19][C:14]=2[C:15]([OH:17])=[O:16])=[CH:9][CH:8]=1)[CH3:2] |f:1.2|. Reported procedure: Methyl 2-[(4-{3-[ethyl(2-fluorobenzyl)amino]-3-oxopropyl}phenoxy)methyl]-benzoate (0.454 g, 1.001 mmol) was dissolved in EtOH (5 ml) and potassium hydroxide (0.085 g, 1.514 mmol) was added. The reaction was performed in a single node microwave oven (7 min, 150° C.). Workup was by removing the solvent by evaporation, addition of HCl (20 ml, 1 M) and the water phase was washed with two portions of EtOAc (20 ml). The organic phases were pooled and the solvent was removed by evaporation. The crude w... Starting materials: B.N1=CC=CC=C1 (pyridine-borane), Cl (HCl), B.N1=CC=CC=C1 (pyridine-borane), Cl (HCl), ClC1=CC=2SC3=CC(=CC=C3OC2C=C1)C(C)=NO (2-chloro-8-(1-hydroximinoethyl)phenoxathiin). Run in C(C)O (ethanol), C1CCOC1 (THF). Reaction conditions: time 8 hour. Yields the product ClC1=CC=2SC3=CC(=CC=C3OC2C=C1)C(C)NO (2-Chloro-8-(1-hydroxaminoethyl)phenoxathiin). Yield: 80.4%. As a reaction SMILES: [Cl:1][C:2]1[CH:15]=[CH:14][C:13]2[O:12][C:11]3[C:6](=[CH:7][C:8]([C:16](=[N:18][OH:19])[CH3:17])=[CH:9][CH:10]=3)[S:5][C:4]=2[CH:3]=1.B.N1C=CC=CC=1.Cl>C(O)C.C1COCC1>[Cl:1][C:2]1[CH:15]=[CH:14][C:13]2[O:12][C:11]3[C:6](=[CH:7][C:8]([CH:16]([NH:18][OH:19])[CH3:17])=[CH:9][CH:10]=3)[S:5][C:4]=2[CH:3]=1 |f:1.2|. Procedure details: To a suspension of 2-chloro-8-(1-hydroximinoethyl)phenoxathiin (C.A. 66, 2519a, 1967) (425 mg, 1.456 mmol) in ethanol (12 mL) and THF (5 mL) at room temperature there was added pyridine-borane (271 mg, 0.3 mL, 2.92 mmol) and 4M ethanolic HCl (1.1 mL, 4.4 mmole); the mixture was stirred at room temperature overnight, there was added more pyridine-borane (0.35 mL) and 4M ethanolic HCl (2 mL) and stirring was continued for 2 hours. The solvents were evaporated, the residue diluted with water and et... Starting materials: C1(=CC=CC=C1)C(N1C=NC(=C1)CCCO)(C1=CC=CC=C1)C1=CC=CC=C1 (3-(1-triphenylmethyl-1H-imidazol-4-yl)propanol), OC=1C=C2CCC(C2=CC1)=O (5-hydroxy-1-indanone). Yields the product N1C=NC(=C1)CCCOC=1C=C2CCC(C2=CC1)=O (5-(3-(1H-Imidazol-4-yl)propyloxy)-1-indanone). RXN SMILES: C1(C(C2C=CC=CC=2)(C2C=CC=CC=2)[N:8]2[CH:12]=[C:11]([CH2:13][CH2:14][CH2:15]O)[N:10]=[CH:9]2)C=CC=CC=1.[OH:29][C:30]1[CH:31]=[C:32]2[C:36](=[CH:37][CH:38]=1)[C:35](=[O:39])[CH2:34][CH2:33]2>>[NH:8]1[CH:12]=[C:11]([CH2:13][CH2:14][CH2:15][O:29][C:30]2[CH:31]=[C:32]3[C:36](=[CH:37][CH:38]=2)[C:35](=[O:39])[CH2:34][CH2:33]3)[N:10]=[CH:9]1. Procedure: 5 mmol of 3-(1-triphenylmethyl-1H-imidazol-4-yl)propanol and 6 mmol of 5-hydroxy-1-indanone are treated as described in Example 56. The reactants are NC[C@@H]1CC[C@H](CC1)C(=O)O (trans-4-(Aminomethyl)cyclohexane carboxylic acid), [OH-].[Na+] (NaOH), C1(=CC=CC=C1)S(=O)(=O)Cl (benzenesulfonyl chloride). The solvent is O (water). Reaction conditions: time 8 hour. Product: C1(=CC=CC=C1)S(=O)(=O)NC[C@@H]1CC[C@H](CC1)C(=O)O (trans-4-(Benzenesulfonylamino-methyl)-cyclohexanecarboxylic acid). Reaction SMILES: [NH2:1][CH2:2][C@H:3]1[CH2:8][CH2:7][C@H:6]([C:9]([OH:11])=[O:10])[CH2:5][CH2:4]1.[OH-].[Na+].[C:14]1([S:20](Cl)(=[O:22])=[O:21])[CH:19]=[CH:18][CH:17]=[CH:16][CH:15]=1>O>[C:14]1([S:20]([NH:1][CH2:2][C@H:3]2[CH2:4][CH2:5][C@H:6]([C:9]([OH:11])=[O:10])[CH2:7][CH2:8]2)(=[O:22])=[O:21])[CH:19]=[CH:18][CH:17]=[CH:16][CH:15]=1 |f:1.2|. Procedure details: trans-4-(Aminomethyl)cyclohexane carboxylic acid (15.2 g, 0.097 mol) was dissolved in a 2N NaOH solution (96.5 mL, 2 equivalents). The solution was brought to 10° C., benzenesulfonyl chloride (17.1 g, 0.097 mol) was added dropwise and then the mixture was stirred overnight at room temperature. The mixture was diluted with water, the solution was washed with ether, and then the aqueous portion was acidified with 12N HCl to give an oily precipitate. The precipitate was extracted with CH2Cl2, and t...